From a dataset of the Open Reaction Database (ORD), a public repository of structured organic reaction records. describe an organic reaction: reactants, conditions, products, and yield Starting materials: O=C(NC(Cc1ccc2c(c1)CCCC2)C(=O)N1CCC(N2CCN(Cc3ccccc3)CC2)CC1)N1CCC(n2c(=O)[nH]c3c4ccccc4ncc32)CC1, CO, [H][H]. Product: O=C(NC(Cc1ccc2c(c1)CCCC2)C(=O)N1CCC(N2CCNCC2)CC1)N1CCC(n2c(=O)[nH]c3c4ccccc4ncc32)CC1. Reaction SMILES: [CH2:1]([c:2]1[cH:3][cH:4][cH:5][cH:6][cH:7]1)[N:8]1[CH2:9][CH2:10][N:11]([CH:14]2[CH2:15][CH2:16][N:17]([C:20]([CH:21]([CH2:22][c:23]3[cH:24][c:25]4[c:30]([cH:31][cH:32]3)[CH2:29][CH2:28][CH2:27][CH2:26]4)[NH:33][C:34](=[O:35])[N:36]3[CH2:37][CH2:38][CH:39]([n:42]4[c:43](=[O:55])[nH:44][c:45]5[c:46]4[cH:47][n:48][c:49]4[cH:50][cH:51][cH:52][cH:53][c:54]54)[CH2:40][CH2:41]3)=[O:56])[CH2:18][CH2:19]2)[CH2:12][CH2:13]1.[CH3:59][OH:60].[H:57][H:58]>>[NH:8]1[CH2:9][CH2:10][N:11]([CH:14]2[CH2:15][CH2:16][N:17]([C:20]([CH:21]([CH2:22][c:23]3[cH:24][c:25]4[c:30]([cH:31][cH:32]3)[CH2:29][CH2:28][CH2:27][CH2:26]4)[NH:33][C:34](=[O:35])[N:36]3[CH2:37][CH2:38][CH:39]([n:42]4[c:43](=[O:55])[nH:44][c:45]5[c:46]4[cH:47][n:48][c:49]4[cH:50][cH:51][cH:52][cH:53][c:54]54)[CH2:40][CH2:41]3)=[O:56])[CH2:18][CH2:19]2)[CH2:12][CH2:13]1. The reactants are CCOC(=O)c1cc2c(N)c(-c3ccc(OC(C)C)cc3)ccc2n1-c1ccc(OC(C)C)cc1, CC#N, Cl, [Na+], [OH-]. Product: Cl, CC(C)Oc1ccc(-c2ccc3c(cc(C(=O)O)n3-c3ccc(OC(C)C)cc3)c2N)cc1. As a reaction SMILES: [CH2:1]([CH3:2])[O:3][C:4](=[O:5])[c:6]1[n:7](-[c:26]2[cH:27][cH:28][c:29]([O:32][CH:33]([CH3:34])[CH3:35])[cH:30][cH:31]2)[c:8]2[cH:9][cH:10][c:11](-[c:16]3[cH:17][cH:18][c:19]([O:22][CH:23]([CH3:24])[CH3:25])[cH:20][cH:21]3)[c:12]([NH2:15])[c:13]2[cH:14]1.[CH3:39][C:40]#[N:41].[ClH:38].[Na+:37].[OH-:36]>>[ClH:38].[O:3]=[C:4]([OH:5])[c:6]1[n:7](-[c:26]2[cH:27][cH:28][c:29]([O:32][CH:33]([CH3:34])[CH3:35])[cH:30][cH:31]2)[c:8]2[cH:9][cH:10][c:11](-[c:16]3[cH:17][cH:18][c:19]([O:22][CH:23]([CH3:24])[CH3:25])[cH:20][cH:21]3)[c:12]([NH2:15])[c:13]2[cH:14]1.